This data is from the Open Reaction Database (ORD), a public repository of structured organic reaction records. The task is: describe an organic reaction: reactants, conditions, products, and yield Reactants: C1CCOC1, CCCC(Oc1ccc(-n2cc(C(F)(F)F)cn2)cc1C)c1ccc(C(=O)OCC)cc1, CO, O. Yields the product CCCC(Oc1ccc(-n2cc(C(F)(F)F)cn2)cc1C)c1ccc(C(=O)O)cc1. As a reaction SMILES: [CH2:35]1[O:36][CH2:37][CH2:38][CH2:39]1.[CH3:1][c:2]1[c:3]([O:4][CH:5]([CH2:6][CH2:7][CH3:8])[c:9]2[cH:10][cH:11][c:12]([C:13](=[O:14])[O:15][CH2:16][CH3:17])[cH:18][cH:19]2)[cH:20][cH:21][c:22](-[n:24]2[n:25][cH:26][c:27]([C:29]([F:30])([F:31])[F:32])[cH:28]2)[cH:23]1.[CH3:33][OH:34].[OH2:40]>>[CH3:1][c:2]1[c:3]([O:4][CH:5]([CH2:6][CH2:7][CH3:8])[c:9]2[cH:10][cH:11][c:12]([C:13](=[O:14])[OH:15])[cH:18][cH:19]2)[cH:20][cH:21][c:22](-[n:24]2[n:25][cH:26][c:27]([C:29]([F:30])([F:31])[F:32])[cH:28]2)[cH:23]1. Starting materials: CCOP(=O)(CNCc1ccccc1)OCC, CCO, [H][H], [OH-], [OH-], [Pd+2]. The product is CCOP(=O)(CN)OCC. RXN SMILES: [CH2:1]([c:2]1[cH:3][cH:4][cH:5][cH:6][cH:7]1)[NH:8][CH2:9][P:10]([O:11][CH2:12][CH3:13])([O:14][CH2:15][CH3:16])=[O:17].[CH3:20][CH2:21][OH:22].[H:18][H:19].[OH-:23].[OH-:24].[Pd+2:25]>>[NH2:8][CH2:9][P:10]([O:11][CH2:12][CH3:13])([O:14][CH2:15][CH3:16])=[O:17]. Reactants: CCOCC, O=C(CCl)N1CCC(Cc2ccc(F)cc2)CC1, Nc1ccc2c(c1)NC(=O)CO2. Yields the product O=C1COc2ccc(NCC(=O)N3CCC(Cc4ccc(F)cc4)CC3)cc2N1. RXN SMILES: [CH2:31]([O:32][CH2:33][CH3:34])[CH3:35].[Cl:13][CH2:14][C:15](=[O:16])[N:17]1[CH2:18][CH2:19][CH:20]([CH2:23][c:24]2[cH:25][cH:26][c:27]([F:30])[cH:28][cH:29]2)[CH2:21][CH2:22]1.[NH2:1][c:2]1[cH:3][cH:4][c:5]2[c:6]([cH:12]1)[NH:7][C:8](=[O:11])[CH2:9][O:10]2>>[NH:1]([c:2]1[cH:3][cH:4][c:5]2[c:6]([cH:12]1)[NH:7][C:8](=[O:11])[CH2:9][O:10]2)[CH2:14][C:15](=[O:16])[N:17]1[CH2:18][CH2:19][CH:20]([CH2:23][c:24]2[cH:25][cH:26][c:27]([F:30])[cH:28][cH:29]2)[CH2:21][CH2:22]1. Reported procedure: The title compound is prepared from {(S)-6-[(R)-7-fluoro-4-hydroxy-indan-1-yloxy]-2,3-dihydro-benzofuran-3-yl}-acetic acid methyl ester and 1-fluoro-4-methylsulfonyl-benzene following a procedure analogous to that described for Intermediate 12. LC (method 2): tR=1.11 min; Mass spectrum (ESI+): m/z=513 [M+H]+. RXN SMILES: [CH3:1][O:2][C:3](=[O:26])[CH2:4][C@H:5]1[C:9]2[CH:10]=[CH:11][C:12]([O:14][C@H:15]3[C:23]4[C:18](=[C:19]([OH:25])[CH:20]=[CH:21][C:22]=4[F:24])[CH2:17][CH2:16]3)=[CH:13][C:8]=2[O:7][CH2:6]1.F[C:28]1[CH:33]=[CH:32][C:31]([S:34]([CH3:37])(=[O:36])=[O:35])=[CH:30][CH:29]=1>>[CH3:1][O:2][C:3](=[O:26])[CH2:4][C@H:5]1[C:9]2[CH:10]=[CH:11][C:12]([O:14][C@H:15]3[C:23]4[C:18](=[C:19]([O:25][C:28]5[CH:33]=[CH:32][C:31]([S:34]([CH3:37])(=[O:36])=[O:35])=[CH:30][CH:29]=5)[CH:20]=[CH:21][C:22]=4[F:24])[CH2:17][CH2:16]3)=[CH:13][C:8]=2[O:7][CH2:6]1. The reactants are COC(C[C@@H]1COC2=C1C=CC(=C2)O[C@@H]2CCC1=C(C=CC(=C21)F)O)=O ({(S)-6-[(R)-7-fluoro-4-hydroxy-indan-1-yloxy]-2,3-dihydro-benzofuran-3-yl}-acetic acid methyl ester), FC1=CC=C(C=C1)S(=O)(=O)C (1-fluoro-4-methylsulfonyl-benzene), Intermediate 12. The product is COC(C[C@@H]1COC2=C1C=CC(=C2)O[C@@H]2CCC1=C(C=CC(=C21)F)OC2=CC=C(C=C2)S(=O)(=O)C)=O ({(S)-6-[(R)-7-Fluoro-4-(4-methylsulfonyl-phenoxy)-indan-1-yloxy]-2,3-dihydro-benzofuran-3-yl}-acetic acid methyl ester). Reactants: C(C1=CC=CC=C1)N(C)C1(CC1)C1=CC=C(C=C1)C#C (benzyl-[1-(4-ethynylphenyl)-cyclopropyl]-methylamine), C(C1=CC=CC=C1)N(C)C1(CC1)C1=CC=C(C=C1)C#C (benzyl-[1-(4-ethynylphenyl)-cyclopropyl]-methylamine), C(C1=CC=CC=C1)(=O)O.C(C)OC(C1=CC=C(C=C1)I)=O (ethyl-4-iodo-benzoate benzoate), C(C1=CC=CC=C1)(=O)O.C(C)OC(C1=CC=C(C=C1)I)=O (ethyl-4-iodo-benzoate benzoate). Reagents/catalysts: [Cu]I (copper(I)iodide), Cl[Pd]([P](C1=CC=CC=C1)(C2=CC=CC=C2)C3=CC=CC=C3)([P](C4=CC=CC=C4)(C5=CC=CC=C5)C6=CC=CC=C6)Cl (Dichlorobis (triphenylphosphine)palladium(II)). Run in C(C)N(CC)CC (triethylamine). Reaction conditions: time 8 hour. Product: EtOAc-hexanes, C(C1=CC=CC=C1)N(C1(CC1)C1=CC=C(C=C1)C#CC1=CC=C(C(=O)OCC)C=C1)C (Ethyl 4-{4-[1-(benzyl-methylamino)-cyclopropyl]-phenylethynyl}-benzoate). Yield: 75.0%. RXN SMILES: [CH2:1]([N:8]([C:10]1([C:13]2[CH:18]=[CH:17][C:16]([C:19]#[CH:20])=[CH:15][CH:14]=2)[CH2:12][CH2:11]1)[CH3:9])[C:2]1[CH:7]=[CH:6][CH:5]=[CH:4][CH:3]=1.C(O)(=O)C1C=CC=CC=1.[CH2:30]([O:32][C:33](=[O:41])[C:34]1[CH:39]=[CH:38][C:37](I)=[CH:36][CH:35]=1)[CH3:31]>C(N(CC)CC)C.[Cu]I.Cl[Pd](Cl)([P](C1C=CC=CC=1)(C1C=CC=CC=1)C1C=CC=CC=1)[P](C1C=CC=CC=1)(C1C=CC=CC=1)C1C=CC=CC=1>[CH2:1]([N:8]([CH3:9])[C:10]1([C:13]2[CH:14]=[CH:15][C:16]([C:19]#[C:20][C:37]3[CH:38]=[CH:39][C:34]([C:33]([O:32][CH2:30][CH3:31])=[O:41])=[CH:35][CH:36]=3)=[CH:17][CH:18]=2)[CH2:12][CH2:11]1)[C:2]1[CH:3]=[CH:4][CH:5]=[CH:6][CH:7]=1 |f:1.2,^1:53,72|. Procedure details: Using General Procedure F; benzyl-[1-(4-ethynylphenyl)-cyclopropyl]-methylamine (Intermediate 132, 70.0 mg, 0.28 mmol) and ethyl-4-iodo benzoate (Reagent A, 77.0 mg, 0.28 mmol) in triethylamine (5 mL) was treated with copper(I)iodide (18.0 mg, 0.10 mmol) and sparged with argon for 5 minutes. Dichlorobis (triphenylphosphine)palladium(II) (65 mg, 0.10 mmol) was added and the reaction mixture was stirred overnight at room temperature. Column chromatography (2-5% EtOAc-hexanes) afforded 86 mg (75%) ... The reactants are CC=1C(=CC=C2C=CC=NC12)[N+](=O)[O-] (8-methyl-7-nitroquinoline), C(=O)[O-].[NH4+] (ammonium formate). The reagents and catalysts are [Pd] (palladium-on-carbon). Solvent: C(C)O (ethanol). Run at time 3 hour. The product is NC1=CC=C2C=CC=NC2=C1C (7-amino-8-methylquinoline). Yield: 90.2%. As a reaction SMILES: [CH3:1][C:2]1[C:3]([N+:12]([O-])=O)=[CH:4][CH:5]=[C:6]2[C:11]=1[N:10]=[CH:9][CH:8]=[CH:7]2.C([O-])=O.[NH4+]>C(O)C.[Pd]>[NH2:12][C:3]1[C:2]([CH3:1])=[C:11]2[C:6]([CH:7]=[CH:8][CH:9]=[N:10]2)=[CH:5][CH:4]=1 |f:1.2|. Procedure details: 7-Amino-8-methylguinoline. To a solution of 1.45 g of 8-methyl-7-nitroquinoline in 20 mL of ethanol are added 1.45 g of ammonium formate and a catalytic amount of 10% palladium-on-carbon. The resulting suspension is stirred at room temperature for 3 hours. The reaction mixture is filtered on Celite, with a methanol wash of the solids, and the filtrate is rotary evaporated. The residue is purified by flash column chromatography on silica gel, eluting with 50% ethyl acetate/hexanes followed by rec... Reactants: CC(C)OC(=O)/N=N/C(=O)OC(C)C (DIAD), C1(=CC=CC=C1)P(C1=CC=CC=C1)C1=CC=CC=C1 (triphenylphosphine). The solvent is C1CCOC1 (THF). Run at temperature 0 celsius, time 30 minute. Product: C1=CC=C(C=C1)P(C2=CC=CC=C2)C3=CC=CC=C3.CC(C)OC(=O)/N=N/C(=O)OC(C)C (PPh3 DIAD). RXN SMILES: [CH3:1][CH:2]([O:4][C:5](/[N:7]=[N:8]/[C:9]([O:11][CH:12]([CH3:14])[CH3:13])=[O:10])=[O:6])[CH3:3].[C:15]1([P:21]([C:28]2[CH:33]=[CH:32][CH:31]=[CH:30][CH:29]=2)[C:22]2[CH:27]=[CH:26][CH:25]=[CH:24][CH:23]=2)[CH:20]=[CH:19][CH:18]=[CH:17][CH:16]=1>C1COCC1>[CH:31]1[CH:30]=[CH:29][C:28]([P:21]([C:22]2[CH:27]=[CH:26][CH:25]=[CH:24][CH:23]=2)[C:15]2[CH:20]=[CH:19][CH:18]=[CH:17][CH:16]=2)=[CH:33][CH:32]=1.[CH3:14][CH:12]([O:11][C:9](/[N:8]=[N:7]/[C:5]([O:4][CH:2]([CH3:3])[CH3:1])=[O:6])=[O:10])[CH3:13] |f:3.4|. Procedure details: DIAD (1 eq) was added dropwise to a well-stirred solution of triphenylphosphine (1 eq) in THF (0.4 M) at 0° C. under nitrogen. The mixture was then maintained at 0° C. with stirring for 30 min. The white solid obtained was collected by filtration (use medium sized fritted filters), washed with cold anhydrous THF until the washes were colorless, and lastly washed once with anhydrous Et2O. The white solid product was then vacuum-dried (oil pump) and stored under nitrogen. (Note: The PPh3-DIAD addu... Reactants: CO, CCOC(=O)c1cc(-c2ccncc2)c(C(F)(F)F)nc1N, [Na+], [OH-]. The product is Nc1nc(C(F)(F)F)c(-c2ccncc2)cc1C(=O)O. Reaction SMILES: [CH3:25][OH:26].[NH2:1][c:2]1[n:3][c:4]([C:19]([F:20])([F:21])[F:22])[c:5](-[c:13]2[cH:14][cH:15][n:16][cH:17][cH:18]2)[cH:6][c:7]1[C:8](=[O:9])[O:10][CH2:11][CH3:12].[Na+:24].[OH-:23]>>[NH2:1][c:2]1[n:3][c:4]([C:19]([F:20])([F:21])[F:22])[c:5](-[c:13]2[cH:14][cH:15][n:16][cH:17][cH:18]2)[cH:6][c:7]1[C:8](=[O:9])[OH:10]. The reactants are CN1C2CNCC1CC2 (8-Methyl-3,8-diaza-bicyclo[3.2.1]octane), BrC1=CC(=CC=C1)C(F)(F)F (1-bromo-3-trifluoromethylbenzene), (s)-(−)-2,2′-bis(diphenylphosphino)-1-1″-binaphthyl, CC(C)([O-])C.[Na+] (sodium tert-butoxide), C1(=CC=CC=C1)C (toluene). Reagents/catalysts: C=1C=CC(=CC1)/C=C/C(=O)/C=C/C2=CC=CC=C2.C=1C=CC(=CC1)/C=C/C(=O)/C=C/C2=CC=CC=C2.C=1C=CC(=CC1)/C=C/C(=O)/C=C/C2=CC=CC=C2.[Pd].[Pd] (tris(dibenzylideneacetone)dipalladium(0)). The solvent is O (water). Conditions: temperature 80 celsius. The product is CN1C2CN(CC1CC2)C2=CC(=CC=C2)C(F)(F)F (8-methyl-3-(3-trifluoromethylphenyl)-3,8-diazabicyclo[3.2.1]octane). Yield: 30.8%. RXN SMILES: [CH3:1][N:2]1[CH:7]2[CH2:8][CH2:9][CH:3]1[CH2:4][NH:5][CH2:6]2.Br[C:11]1[CH:16]=[CH:15][CH:14]=[C:13]([C:17]([F:20])([F:19])[F:18])[CH:12]=1.CC(C)([O-])C.[Na+].C1(C)C=CC=CC=1>O.C1C=CC(/C=C/C(/C=C/C2C=CC=CC=2)=O)=CC=1.C1C=CC(/C=C/C(/C=C/C2C=CC=CC=2)=O)=CC=1.C1C=CC(/C=C/C(/C=C/C2C=CC=CC=2)=O)=CC=1.[Pd].[Pd]>[CH3:1][N:2]1[CH:7]2[CH2:8][CH2:9][CH:3]1[CH2:4][N:5]([C:11]1[CH:16]=[CH:15][CH:14]=[C:13]([C:17]([F:20])([F:19])[F:18])[CH:12]=1)[CH2:6]2 |f:2.3,6.7.8.9.10|. Reported procedure: 8-Methyl-3,8-diaza-bicyclo[3.2.1]octane (0.25 g, 1.98 mmol) (see, U.S. Pat. No. 3,951,980), 1-bromo-3-trifluoromethylbenzene (0.22 ml, 1.80 mmol), tris(dibenzylideneacetone)dipalladium(0)(0.016 g, 0.018 mmol), (s)-(−)-2,2′-bis(diphenylphosphino)-1-1″-binaphthyl (0.011 g, 0.014 mmol), sodium tert-butoxide (0.24 g, 2.52 mmol) and toluene (5 ml) were combined in a sealed tube and heated at 80° C. for 15 hours. The reaction was cooled to room temperature, diluted with water (100 ml) and extracted wi... Starting materials: CCO, Cc1cc([N+](=O)[O-])cc(C)c1O, [H][H]. The product is Cc1cc(N)cc(C)c1O. As a reaction SMILES: [CH3:15][CH2:16][OH:17].[CH3:1][c:2]1[c:3]([OH:12])[c:4]([CH3:11])[cH:5][c:6]([N+:8]([O-:9])=[O:10])[cH:7]1.[H:13][H:14]>>[CH3:1][c:2]1[c:3]([OH:12])[c:4]([CH3:11])[cH:5][c:6]([NH2:8])[cH:7]1.